From a dataset of the Open Reaction Database (ORD), a public repository of structured organic reaction records. describe an organic reaction: reactants, conditions, products, and yield Reactants: BrC1=CC2=C(S1)C(C(C2C2=CC=C(C=C2)Cl)C(=O)OC)=O (methyl 2-bromo-4-(4-chlorophenyl)-6-oxo-5,6-dihydro-4H-cyclopenta[b]thiophene-5-carboxylate), CS(=O)C (dimethyl sulfoxide), O (Water). Conditions: temperature 150 celsius, time 3 hour. Product: BrC1=CC2=C(S1)C(CC2C2=CC=C(C=C2)Cl)=O (2-bromo-4-(4-chlorophenyl)-4H-cyclopenta[b]thiophen-6(5H)-one). Isolated yield 86.2%. As a reaction SMILES: [Br:1][C:2]1[S:6][C:5]2[C:7](=[O:21])[CH:8](C(OC)=O)[CH:9]([C:10]3[CH:15]=[CH:14][C:13]([Cl:16])=[CH:12][CH:11]=3)[C:4]=2[CH:3]=1.CS(C)=O.O>>[Br:1][C:2]1[S:6][C:5]2[C:7](=[O:21])[CH2:8][CH:9]([C:10]3[CH:11]=[CH:12][C:13]([Cl:16])=[CH:14][CH:15]=3)[C:4]=2[CH:3]=1. Procedure: To a 500 mL round bottom flask was added a solution of methyl 2-bromo-4-(4-chlorophenyl)-6-oxo-5,6-dihydro-4H-cyclopenta[b]thiophene-5-carboxylate (3.96 g, 10.3 mmol) in dimethyl sulfoxide (88.393 mL, 1245.6 mmol). Water (4.420 mL, 245.3 mmol) was added and the reaction mixture was heated to 150° C. and allowed to stir for 3 hours. The reaction was cooled to ambient temperature and quenched by the addition of a saturated aqueous solution of sodium bicarbonate (500 mL) and extracted with EtOAc (3... Starting materials: [Na] (sodium), NCCS (cysteamine), C[O-].[Na+] (sodium methoxide), Cl.Cl.NCCS (cysteamine dihydrochloride), Triphenyl β-acetylvinylphosphonium bromide, C(=N)(N)S(=O)O (formamidine sulfinic acid), [H-].[Na+] (sodium hydride), CS(=O)C (dimethylsulfoxide). The solvent is CO (methanol), O (water). Run at time 1 hour. Product: NCCSCC=1N=CNC1C (4-(2-aminoethyl)thiomethyl-5-methylimidazole). Isolated yield 45.0%. RXN SMILES: [C:1](S(O)=O)([NH2:3])=[NH:2].[H-].[Na+].[Na].N[CH2:11][CH2:12]S.[CH3:14][O-].[Na+].Cl.Cl.[NH2:19][CH2:20]CS.[CH3:23][S:24]([CH3:26])=O>CO.O>[NH2:19][CH2:20][CH2:23][S:24][CH2:26][C:14]1[N:2]=[CH:1][NH:3][C:11]=1[CH3:12] |f:1.2,5.6,7.8.9,^1:8|. Procedure: Triphenyl β-acetylvinylphosphonium bromide (4.11 g, 0.01 mole) was added in one portion to a stirred suspension of 1.1 g (0.01 mole) of formamidine sulfinic acid in 20 ml of dimethylsulfoxide containing 0.25 g of sodium hydride. The mixture was stirred at ambient temperature for 1 hour then at 80° for an additional hour. A solution of 0.99 g (0.01 mole) of the sodium salt of cysteamine, prepared by addition of two equivalents of sodium methoxide to cysteamine dihydrochloride, in 10 ml of methano... Reactants: BrC1=CC2=C(N(C(CN=C2C=2C=C(C#N)C=CC2)=O)C)C=C1OC (3-(7-bromo-8-methoxy-1-methyl-2-oxo-2,3-dihydro-1H-benzo[e][1,4]diazepin-5-yl)-benzonitrile), C1(=CC=CC=C1)B(O)O (benzene boronic acid), O1C(=CC=C1)B(O)O (furan-2-boronic acid). Yields the product O1C(=CC=C1)C1=CC2=C(N(C(CN=C2C=2C=C(C#N)C=CC2)=O)C)C=C1OC (3-(7-Furan-2-yl-8-methoxy-1-methyl-2-oxo-2,3-dihydro-1H-benzo[e][1,4]diazepin-5-yl)-benzonitrile). The yield is 41.0%. RXN SMILES: Br[C:2]1[C:22]([O:23][CH3:24])=[CH:21][C:5]2[N:6]([CH3:20])[C:7](=[O:19])[CH2:8][N:9]=[C:10]([C:11]3[CH:12]=[C:13]([CH:16]=[CH:17][CH:18]=3)[C:14]#[N:15])[C:4]=2[CH:3]=1.C1(B(O)O)C=CC=CC=1.[O:34]1[CH:38]=[CH:37][CH:36]=[C:35]1B(O)O>>[O:34]1[CH:38]=[CH:37][CH:36]=[C:35]1[C:2]1[C:22]([O:23][CH3:24])=[CH:21][C:5]2[N:6]([CH3:20])[C:7](=[O:19])[CH2:8][N:9]=[C:10]([C:11]3[CH:12]=[C:13]([CH:16]=[CH:17][CH:18]=3)[C:14]#[N:15])[C:4]=2[CH:3]=1. Reported procedure: Prepared from 3-(7-bromo-8-methoxy-1-methyl-2-oxo-2,3-dihydro-1H-benzo[e][1,4]diazepin-5-yl)-benzonitrile Intermediate 9 using the same method described for Example 1 and instead of using benzene boronic acid, we used furan-2-boronic acid. The title compound (40 mg) was obtained as a white solid, (yield=41%). The reactants are CCCCCCCCO, Cl, c1ccncc1. Product: CCCCCCCCCl. As a reaction SMILES: [CH2:2]([CH2:3][CH2:4][CH2:5][CH2:6][CH2:7][CH2:8][CH3:9])[OH:10].[ClH:1].[cH:11]1[cH:12][cH:13][n:14][cH:15][cH:16]1>>[Cl:1][CH2:2][CH2:3][CH2:4][CH2:5][CH2:6][CH2:7][CH2:8][CH3:9]. Starting materials: CN=C=O (methylisocyanate), NC=1SC=C(N1)C(C)C1=CC(=C(C=C1)C1=CC=CC=C1)F (2-amino-4-(1-(2-fluoro-4-biphenylyl)ethyl) thiazole), CN=C=O (methylisocyanate). Solvent: C(Cl)(Cl)Cl (chloroform), C(Cl)(Cl)Cl (chloroform). Procedure details: To 2-amino-4-(1-(2-fluoro-4-biphenylyl)ethyl) thiazole (500 mg, 1.68 mmol) in chloroform (20 ml) was added methylisocyanate (0.10 mg, 1.75 mmol) in chloroform (10 ml) under cooling with ice. After the mixture was stirred, methylisocyanate (0.15 mmol, 2.63 mmol) was added to the mixture, and then the mixture was stirred at room temperature overnight. The mixture was evaporated under reduced pressure to a residue, which was crystallized to afford N-methyl-N'-(4-(1-(2-fluoro-4-biphenylyl)ethyl) thi... Product: CNC(=O)NC=1SC=C(N1)C(C)C1=CC(=C(C=C1)C1=CC=CC=C1)F (N-methyl-N'-(4-(1-(2-fluoro-4-biphenylyl)ethyl) thiazol-2-yl)urea). Isolated yield 83.6%. Reaction SMILES: [NH2:1][C:2]1[S:3][CH:4]=[C:5]([CH:7]([C:9]2[CH:14]=[CH:13][C:12]([C:15]3[CH:20]=[CH:19][CH:18]=[CH:17][CH:16]=3)=[C:11]([F:21])[CH:10]=2)[CH3:8])[N:6]=1.[CH3:22][N:23]=[C:24]=[O:25]>C(Cl)(Cl)Cl>[CH3:22][NH:23][C:24]([NH:1][C:2]1[S:3][CH:4]=[C:5]([CH:7]([C:9]2[CH:14]=[CH:13][C:12]([C:15]3[CH:16]=[CH:17][CH:18]=[CH:19][CH:20]=3)=[C:11]([F:21])[CH:10]=2)[CH3:8])[N:6]=1)=[O:25]. The product is C1=CC=C(C=C1)C(C#N)O (benzaldehyde cyanohydrin). Procedure details: A 500 ml four-neck round bottom flask was equipped with a magnetic stirring bar, water condenser, addition funnel and drying tube. The glassware was dried and to this was charged 21.2 grams (0.2 mole) benzaldehyde and 19.5 grams (0.3 mole) potassium cyanide dissolved in 70 ml of water. The reaction flask was cooled to 10°-15° C. using a water/ice bath. To this was added 70 ml of 40% sulfuric acid over a 60 minute period. After the addition was complete, the reaction was allowed to warm to room t... The reactants are C(C1=CC=CC=C1)=O (benzaldehyde), [C-]#N.[K+] (potassium cyanide), S(O)(O)(=O)=O (sulfuric acid). Conditions: time 2 hour. The solvent is O (water). RXN SMILES: [CH:1](=[O:8])[C:2]1[CH:7]=[CH:6][CH:5]=[CH:4][CH:3]=1.[C-:9]#[N:10].[K+].S(=O)(=O)(O)O>O>[CH:5]1[CH:6]=[CH:7][C:2]([CH:1]([OH:8])[C:9]#[N:10])=[CH:3][CH:4]=1 |f:1.2|. The reactants are BrC1=CC=2C3=C(C=NC2C=C1)N(C(N3C=3C(=NN(C3)C)C)=O)C (8-bromo-1-(1,3-dimethyl-1H-pyrazol-4-yl)-3-methyl-1,3-dihydro-imidazo[4,5-c]quinolin-2-one), BrC1=CC=2C3=C(C=NC2C=C1)N(C(N3C=3C(=NN(C3)C)C)=O)C (8-bromo-1-(1,3-dimethyl-1H-pyrazol-4-yl)-3-methyl-1,3-dihydro-imidazo[4,5-c]quinolin-2-one), C(C)(C)OC=1C(=NC=C(C1)B1OC(C(O1)(C)C)(C)C)OC (3-isopropoxy-2-methoxy-5-(4,4,5,5-tetramethyl-[1,3,2]dioxaborolan-2-yl)-pyridine). Yields the product CN1N=C(C(=C1)N1C(N(C=2C=NC=3C=CC(=CC3C21)C=2C=NC(=C(C2)OC(C)C)OC)C)=O)C (1-(1,3-Dimethyl-1H-pyrazol-4-yl)-8-(5-isopropoxy-6-methoxy-pyridin-3-yl)-3-methyl-1,3-dihydro-imidazo[4,5-c]quinolin-2-one). As a reaction SMILES: Br[C:2]1[CH:11]=[CH:10][C:9]2[N:8]=[CH:7][C:6]3[N:12]([CH3:23])[C:13](=[O:22])[N:14]([C:15]4[C:16]([CH3:21])=[N:17][N:18]([CH3:20])[CH:19]=4)[C:5]=3[C:4]=2[CH:3]=1.[CH:24]([O:27][C:28]1[C:29]([O:43][CH3:44])=[N:30][CH:31]=[C:32](B2OC(C)(C)C(C)(C)O2)[CH:33]=1)([CH3:26])[CH3:25]>>[CH3:20][N:18]1[CH:19]=[C:15]([N:14]2[C:5]3[C:4]4[CH:3]=[C:2]([C:32]5[CH:31]=[N:30][C:29]([O:43][CH3:44])=[C:28]([O:27][CH:24]([CH3:25])[CH3:26])[CH:33]=5)[CH:11]=[CH:10][C:9]=4[N:8]=[CH:7][C:6]=3[N:12]([CH3:23])[C:13]2=[O:22])[C:16]([CH3:21])=[N:17]1. Procedure details: The title compound was synthesized in a similar manner as described for Example 1.1 using 8-bromo-1-(1,3-dimethyl-1H-pyrazol-4-yl)-3-methyl-1,3-dihydro-imidazo[4,5-c]quinolin-2-one (Intermediate A) and 3-isopropoxy-2-methoxy-5-(4,4,5,5-tetramethyl-[1,3,2]dioxaborolan-2-yl)-pyridine (Stage 93.1.1) to give the title compound as a white solid. (HPLC: tR 2.73 min (Method A); M+H=459 MS-ES; 1H-NMR (d6-DMSO, 400 MHz) 8.96 (s, 1H), 8.11-8.07 (m, 2H), 7.97-7.93 (m, 1H), 7.92-7.90 (m, 1H), 7.53-7.51 (m, ...